From a dataset of the Open Reaction Database (ORD), a public repository of structured organic reaction records. describe an organic reaction: reactants, conditions, products, and yield The reactants are CC(C)(C)OC(=O)N1CC2CN(c3cncc(C(=O)O)n3)CC2C1, CCN=C=NCCCN(C)C, CN(C)c1ccncc1, NCc1ccc(Cl)c(Cl)c1, ClCCl, On1nnc2ccccc21. Yields the product CC(C)(C)OC(=O)N1CC2CN(c3cncc(C(=O)NCc4ccc(Cl)c(Cl)c4)n3)CC2C1. Reaction SMILES: [C:1]([CH3:2])([CH3:3])([CH3:4])[O:5][C:6](=[O:7])[N:8]1[CH2:9][CH:10]2[CH:11]([CH2:12]1)[CH2:13][N:14]([c:16]1[cH:17][n:18][cH:19][c:20]([C:22](=[O:23])[OH:24])[n:21]1)[CH2:15]2.[CH3:35][CH2:36][N:37]=[C:38]=[N:39][CH2:40][CH2:41][CH2:42][N:43]([CH3:44])[CH3:45].[CH3:56][N:57]([c:58]1[cH:59][cH:60][n:61][cH:62][cH:63]1)[CH3:64].[Cl:25][c:26]1[cH:27][c:28]([CH2:29][NH2:30])[cH:31][cH:32][c:33]1[Cl:34].[Cl:65][CH2:66][Cl:67].[OH:46][n:47]1[c:48]2[c:49]([cH:50][cH:51][cH:52][cH:53]2)[n:54][n:55]1>>[C:1]([CH3:2])([CH3:3])([CH3:4])[O:5][C:6](=[O:7])[N:8]1[CH2:9][CH:10]2[CH:11]([CH2:12]1)[CH2:13][N:14]([c:16]1[cH:17][n:18][cH:19][c:20]([C:22](=[O:23])[NH:30][CH2:29][c:28]3[cH:27][c:26]([Cl:25])[c:33]([Cl:34])[cH:32][cH:31]3)[n:21]1)[CH2:15]2. Reactants: C(C)(C)(C)OC(=O)C1=NC(=NC(=C1OCC1=CC=CC=C1)O)CC1(CCCC1)C1=CC=C(C=C1)Cl (5-benzyloxy-2-[1-(4-chlorophenyl)-cyclopentylmethyl]-6-hydroxypyrimidine-4-carboxylic acid tert-butyl ester), O[Li].O (LiOH.H2O). Solvent: O1CCCC1 (tetrahydrofuran), O (water). Product: C(C1=CC=CC=C1)OC=1C(=NC(=NC1O)CC1(CCCC1)C1=CC=C(C=C1)Cl)C(=O)O (5-benzyloxy-2-[1-(4-chlorophenyl)-cyclopentylmethyl]-6-hydroxypyrimidine-4-carboxylic acid). Yield: 81.2%. As a reaction SMILES: C([O:5][C:6]([C:8]1[C:13]([O:14][CH2:15][C:16]2[CH:21]=[CH:20][CH:19]=[CH:18][CH:17]=2)=[C:12]([OH:22])[N:11]=[C:10]([CH2:23][C:24]2([C:29]3[CH:34]=[CH:33][C:32]([Cl:35])=[CH:31][CH:30]=3)[CH2:28][CH2:27][CH2:26][CH2:25]2)[N:9]=1)=[O:7])(C)(C)C.O[Li].O>O1CCCC1.O>[CH2:15]([O:14][C:13]1[C:8]([C:6]([OH:7])=[O:5])=[N:9][C:10]([CH2:23][C:24]2([C:29]3[CH:30]=[CH:31][C:32]([Cl:35])=[CH:33][CH:34]=3)[CH2:25][CH2:26][CH2:27][CH2:28]2)=[N:11][C:12]=1[OH:22])[C:16]1[CH:21]=[CH:20][CH:19]=[CH:18][CH:17]=1 |f:1.2|. Reported procedure: To a solution of 5-benzyloxy-2-[1-(4-chlorophenyl)-cyclopentylmethyl]-6-hydroxypyrimidine-4-carboxylic acid tert-butyl ester (323) (4.82 g, 9.74 mmol) in tetrahydrofuran (90 mL) and water (45 mL) was added LiOH.H2O (4.086 g, 97.37 mmol). The reaction mixture was heated to reflux for 20 h (the reaction was monitored by LC-MS). The tetrahydrofuran was removed in vacuo and the reaction mixture was diluted with water (100 mL) and extracted with ethyl acetate (2×50 mL). The aqueous layer was acidifie... Reactants: CCCCCC, CC(C)=O, C[Si](C)(C)Cl, [Li]CCCC, C1CCOC1, Nc1nccs1. As a reaction SMILES: [CH3:12][CH2:13][CH2:14][CH2:15][CH2:16][CH3:17].[CH3:23][C:24]([CH3:25])=[O:26].[Cl:18][Si:19]([CH3:20])([CH3:21])[CH3:22].[Li:7][CH2:8][CH2:9][CH2:10][CH3:11].[O:27]1[CH2:28][CH2:29][CH2:30][CH2:31]1.[s:1]1[c:2]([NH2:6])[n:3][cH:4][cH:5]1>>[s:1]1[c:2]([NH2:6])[n:3][cH:4][c:5]1[C:24]([CH3:23])([CH3:25])[OH:26]. Yields the product CC(C)(O)c1cnc(N)s1. The reactants are C(C1=CC=CC=C1)O (benzyl alcohol), COC1=CC=C(C=2N1N=C(C2)C(F)(F)F)C(CC)=O (7-methoxy-4-propionyl-2-trifluoromethyl-pyrazolo[1,5-a]pyridine), C(C1=CC=CC=C1)O (benzyl alcohol), dichloro bis(acetonitrile) palladium (II). Run at time 8 hour. As a reaction SMILES: [CH3:1][O:2][C:3]1[N:8]2[N:9]=[C:10]([C:12]([F:15])([F:14])[F:13])[CH:11]=[C:7]2[C:6]([C:16](=[O:19])[CH2:17][CH3:18])=[CH:5][CH:4]=1.[CH2:20]([OH:27])[C:21]1[CH:26]=[CH:25][CH:24]=[CH:23][CH:22]=1>ClCCl>[CH2:20]([O:27][CH2:18][CH2:17][C:16]([C:6]1[C:7]2[N:8]([N:9]=[C:10]([C:12]([F:15])([F:13])[F:14])[CH:11]=2)[C:3]([O:2][CH3:1])=[CH:4][CH:5]=1)=[O:19])[C:21]1[CH:26]=[CH:25][CH:24]=[CH:23][CH:22]=1. Isolated yield 52.0%. Product: C(C1=CC=CC=C1)OCCC(=O)C=1C=2N(C(=CC1)OC)N=C(C2)C(F)(F)F (3-benzyloxy-1-(7-methoxy-2-trifluoromethyl-pyrazolo[1,5-a]pyridine-4-yl)-propane-1-one). Run in ClCCl (dichloromethane). Procedure: A solution of the compound of Example 319 (3.42 g) and benzyl alcohol (1.37 g) in dichloromethane (50 mL) was added to dichloro bis(acetonitrile) palladium (II) (329 mg) in a stream of argon gas. The mixture was stirred at room temperature overnight, followed by addition of benzyl alcohol (500 mL) and stirring overnight. The insoluble material was removed by filtration through Celite. The solvent was evaporated and the resulting residue was purified by silica gel column chromatography (hexane:et... Starting materials: C(C)(C)C=1C=C(C=CC1)O (3-isopropylphenol), ClC1=CC(=C(C=C1[N+](=O)[O-])C)F (4-chloro-2-fluoro-5-nitrotoluene), C([O-])([O-])=O.[K+].[K+] (potassium carbonate). Solvent: CN(C=O)C (N,N-dimethylformamide). Conditions: temperature 0 celsius, time 15 minute. Yields the product C(C)(C)C=1C=C(OC2=CC(=C(C=C2C)[N+](=O)[O-])Cl)C=CC1 (4-(3-Isopropylphenoxy)-2-chloro-5-methylnitrobenzene). Yield: 46.5%. Reaction SMILES: [CH:1]([C:4]1[CH:5]=[C:6]([OH:10])[CH:7]=[CH:8][CH:9]=1)([CH3:3])[CH3:2].[Cl:11][C:12]1[C:17]([N+:18]([O-:20])=[O:19])=[CH:16][C:15]([CH3:21])=[C:14](F)[CH:13]=1.C(=O)([O-])[O-].[K+].[K+]>CN(C)C=O>[CH:1]([C:4]1[CH:5]=[C:6]([CH:7]=[CH:8][CH:9]=1)[O:10][C:14]1[C:15]([CH3:21])=[CH:16][C:17]([N+:18]([O-:20])=[O:19])=[C:12]([Cl:11])[CH:13]=1)([CH3:3])[CH3:2] |f:2.3.4|. Procedure details: 3.81 g (27.9 mmol) of 3-isopropylphenol, 5.30 g (27.9 mmol) of 4-chloro-2-fluoro-5-nitrotoluene and 5.79 g (41.9 mmol) of potassium carbonate are stirred in 30 ml of N,N-dimethylformamide at 100° C. for 7 h and the mixture is poured onto ice, stirred at 0° C. for 15 min and then filtered. The solid is washed with water and hexane and dried under reduced pressure (4.03 g, 98.5% purity, 46.5% yield, log P (pH 2.3)=5.54). Reactants: [OH-].[Na+] (NaOH), CC1=C(N=C(O1)C1=CC=CC=C1)CCOS(=O)(=O)C1=CC=C(C=C1)C (toluene-4-sulfonic acid 2-(5-methyl-2-phenyl-oxazol-4-yl)-ethyl ester), C(C)OC(C(CC1=CC=C(C=C1)O)(OC=1C=C2C=CC=NC2=CC1)C)=O (3-(4-Hydroxy-phenyl)-2-methyl-2-(quinolin-6-yloxy)-propionic acid ethyl ester), C(=O)([O-])[O-].[K+].[K+] (K2CO3). The solvent is CCO (EtOH). The product is CC(C(=O)O)(CC1=CC=C(C=C1)OCCC=1N=C(OC1C)C1=CC=CC=C1)OC=1C=C2C=CC=NC2=CC1 (2-Methyl-3-{4-[2-(5-methyl-2-phenyl-oxazol-4-yl)-ethoxy]-phenyl}-2-(quinolin-6-yloxy)-propionic acid). Isolated yield 49.7%. Reaction SMILES: [CH3:1][C:2]1[O:6][C:5]([C:7]2[CH:12]=[CH:11][CH:10]=[CH:9][CH:8]=2)=[N:4][C:3]=1[CH2:13][CH2:14][O:15]S(C1C=CC(C)=CC=1)(=O)=O.C([O:28][C:29](=[O:51])[C:30]([CH3:50])([O:39][C:40]1[CH:41]=[C:42]2[C:47](=[CH:48][CH:49]=1)[N:46]=[CH:45][CH:44]=[CH:43]2)[CH2:31][C:32]1[CH:37]=[CH:36][C:35](O)=[CH:34][CH:33]=1)C.C([O-])([O-])=O.[K+].[K+].[OH-].[Na+]>CCO>[CH3:50][C:30]([O:39][C:40]1[CH:41]=[C:42]2[C:47](=[CH:48][CH:49]=1)[N:46]=[CH:45][CH:44]=[CH:43]2)([CH2:31][C:32]1[CH:33]=[CH:34][C:35]([O:15][CH2:14][CH2:13][C:3]2[N:4]=[C:5]([C:7]3[CH:8]=[CH:9][CH:10]=[CH:11][CH:12]=3)[O:6][C:2]=2[CH3:1])=[CH:36][CH:37]=1)[C:29]([OH:51])=[O:28] |f:2.3.4,5.6|. Reported procedure: A solution of toluene-4-sulfonic acid 2-(5-methyl-2-phenyl-oxazol-4-yl)-ethyl ester (94 mg, 0.26 mmol), 3-(4-Hydroxy-phenyl)-2-methyl-2-(quinolin-6-yloxy)-propionic acid ethyl ester (77.3 mg, 0.22 mmol) and K2CO3 (61 mg, 0.44 mmol) in 2 mL of EtOH was heated to 80° C. for overnight. Then 5N NaOH (0.26 mL, 1.3 mmol) was added and reaction mixture was stand at same temperature for 2 h. The mixture was cooled off to r.t. and organic solvent was removed under vacuum. Residue was then dissolved in CH... Reactants: O=C1CN(Cc2ccccc2)C(=O)c2cc(-c3ccc(C(F)(F)F)cc3)ccc2N1, CC#N, CI, [K+], [K+], O=C([O-])[O-], CN(C)C=O. The product is CN1C(=O)CN(Cc2ccccc2)C(=O)c2cc(-c3ccc(C(F)(F)F)cc3)ccc21. RXN SMILES: [CH2:1]([c:2]1[cH:3][cH:4][cH:5][cH:6][cH:7]1)[N:8]1[CH2:9][C:10](=[O:30])[NH:11][c:12]2[c:13]([cH:16][c:17](-[c:20]3[cH:21][cH:22][c:23]([C:26]([F:27])([F:28])[F:29])[cH:24][cH:25]3)[cH:18][cH:19]2)[C:14]1=[O:15].[CH3:44][C:45]#[N:46].[I:42][CH3:43].[K+:31].[K+:32].[O-:33][C:34]([O-:35])=[O:36].[O:37]=[CH:38][N:39]([CH3:40])[CH3:41]>>[CH2:1]([c:2]1[cH:3][cH:4][cH:5][cH:6][cH:7]1)[N:8]1[CH2:9][C:10](=[O:30])[N:11]([CH3:34])[c:12]2[c:13]([cH:16][c:17](-[c:20]3[cH:21][cH:22][c:23]([C:26]([F:27])([F:28])[F:29])[cH:24][cH:25]3)[cH:18][cH:19]2)[C:14]1=[O:15].